Dataset: the Open Reaction Database (ORD), a public repository of structured organic reaction records. Task: describe an organic reaction: reactants, conditions, products, and yield As a reaction SMILES: [CH3:26][CH2:27][O:28][C:29](=[O:30])[CH3:31].[NH2:1][c:2]1[n:3][c:4]([NH:21][CH2:22][CH:23]2[CH2:24][CH2:25]2)[c:5]2[n:6][cH:7][n:8]([CH:11]3[CH2:12][CH:13]([N:18]=[N+:19]=[N-:20])[CH:14]([CH2:16][OH:17])[O:15]3)[c:9]2[n:10]1>>[NH2:1][c:2]1[n:3][c:4]([N:21]2[CH2:22][CH2:23][CH2:25]2)[c:5]2[n:6][cH:7][n:8]([CH:11]3[CH2:12][CH:13]([N:18]=[N+:19]=[N-:20])[CH:14]([CH2:16][OH:17])[O:15]3)[c:9]2[n:10]1. Reactants: CCOC(C)=O, [N-]=[N+]=NC1CC(n2cnc3c(NCC4CC4)nc(N)nc32)OC1CO. Product: [N-]=[N+]=NC1CC(n2cnc3c(N4CCC4)nc(N)nc32)OC1CO. Reaction SMILES: [N:1]1([CH2:7][C:8]2[CH:13]=[CH:12][N:11]=[C:10]([O:14][CH2:15]/[CH:16]=[CH:17]\[CH2:18][NH:19][C:20](=[O:26])[CH2:21][S:22][CH2:23][CH2:24][OH:25])[CH:9]=2)[CH2:6][CH2:5][CH2:4][CH2:3][CH2:2]1.[C:27](Cl)(=[O:31])[CH2:28][CH2:29][CH3:30]>>[N:1]1([CH2:7][C:8]2[CH:13]=[CH:12][N:11]=[C:10]([O:14][CH2:15]/[CH:16]=[CH:17]\[CH2:18][NH:19][C:20](=[O:26])[CH2:21][S:22][CH2:23][CH2:24][O:25][C:27](=[O:31])[CH2:28][CH2:29][CH3:30])[CH:9]=2)[CH2:6][CH2:5][CH2:4][CH2:3][CH2:2]1. The yield is 88.0%. The reactants are N1(CCCCC1)CC1=CC(=NC=C1)OC\C=C/CNC(CSCCO)=O (N-[4-(4-piperidinomethyl-2-pyridyloxy)-cis-2-butenyl]-2-(2-hydroxyethylthio)acetamide), C(CCC)(=O)Cl (butyryl chloride). Procedure details: Following a procedure similar to that described in Example 7, but using N-[4-(4-piperidinomethyl-2-pyridyloxy)-cis-2-butenyl]-2-(2-hydroxyethylthio)acetamide (prepared as described in Example 1) and butyryl chloride as starting materials, in relative proportions similar to those used in that Example, the title compound was obtained in an 88% yield. Yields the product N1(CCCCC1)CC1=CC(=NC=C1)OC\C=C/CNC(CSCCOC(CCC)=O)=O (N-[4-(4-Piperidinomethyl-2-pyridyloxy)-cis-2-butenyl]-2-(2-butyryloxyethylthio)acetamide). Starting materials: C(C(=O)Cl)(=O)Cl (oxalyl chloride), NS(=O)(=O)C=1C(=CC(=C(C(=O)OCCCOC(CCC(=O)O)=O)C1)NCC=1OC=CC1)Cl (4-(3-(5-(aminosulfonyl)-4-chloro-2-[(2-furanylmethyl)amino]benzoyloxy)propoxy)(4-oxo)butanoic acid). The solvent is ClCCl (dichloromethane), ClCCl (dichloromethane). Run at time 5 hour. Product: NS(=O)(=O)C=1C(=CC(=C(C(=O)OCCCOC(CCC(=O)Cl)=O)C1)NCC=1OC=CC1)Cl (4-(3-(5-(aminosulfonyl)-4-chloro-2-[(2-furanylmethyl)amino]benzoyloxy)propoxy)(4-oxo)butanoyl chloride). Reaction SMILES: [C:1](Cl)(=O)[C:2]([Cl:4])=[O:3].[NH2:7][S:8]([C:11]1[C:12]([Cl:38])=[CH:13][C:14]([NH:31][CH2:32][C:33]2[O:34][CH:35]=[CH:36][CH:37]=2)=[C:15]([CH:30]=1)[C:16]([O:18][CH2:19][CH2:20][CH2:21][O:22][C:23](=[O:29])[CH2:24]CC(O)=O)=[O:17])(=[O:10])=[O:9]>ClCCl>[NH2:7][S:8]([C:11]1[C:12]([Cl:38])=[CH:13][C:14]([NH:31][CH2:32][C:33]2[O:34][CH:35]=[CH:36][CH:37]=2)=[C:15]([CH:30]=1)[C:16]([O:18][CH2:19][CH2:20][CH2:21][O:22][C:23](=[O:29])[CH2:24][CH2:1][C:2]([Cl:4])=[O:3])=[O:17])(=[O:9])=[O:10]. Procedure: A solution of oxalyl chloride (0.040 mole) in dichloromethane (20 mL) is added dropwise to an ice bath cooled solution of 4-(3-(5-(aminosulfonyl)-4-chloro-2-[(2-furanylmethyl)amino]benzoyloxy)propoxy)(4-oxo)butanoic acid (810) (0.040 mole) in dichloromethane (50 mL). The reaction is stirred at ambient temperature for 5 hours. The reaction solution is washed with 5% aqueous sodium bicarbonate, with water, and then with a saturated sodium chloride solution. The organic layer is dried over sodium s... Reactants: OC=C1C(NC2=CC(=CC=C12)C(=O)C=1C=C(C=CC1)NC(=O)C=1N(N=C(C1)C)CC)=O (2-Ethyl-5-methyl-2H-pyrazole-3-carboxylic acid [3-(3-hydroxymethylene-2-oxo-2,3-dihydro-1H-indole-6-carbonyl)-phenyl]-amide), NC1=CC=C(C=C1)N1CCOCC1 (N-(4-aminophenyl)morpholine). The solvent is C1CCOC1 (THF). Reaction conditions: temperature 65 celsius, time 24 hour. Product: N1(CCOCC1)C1=CC=C(C=C1)NC=C1C(NC2=CC(=CC=C12)C(=O)C=1C=C(C=CC1)NC(=O)C=1N(N=C(C1)C)CC)=O (2-Ethyl-5-methyl-2H-pyrazole-3-carboxylic acid (3-{3-[(4-morpholin-4-yl-phenylamino)-methylene]-2-oxo-2,3-dihydro-1H-indole-6-carbonyl}-phenyl)-amide). The yield is 18.0%. As a reaction SMILES: O[CH:2]=[C:3]1[C:11]2[C:6](=[CH:7][C:8]([C:12]([C:14]3[CH:15]=[C:16]([NH:20][C:21]([C:23]4[N:24]([CH2:29][CH3:30])[N:25]=[C:26]([CH3:28])[CH:27]=4)=[O:22])[CH:17]=[CH:18][CH:19]=3)=[O:13])=[CH:9][CH:10]=2)[NH:5][C:4]1=[O:31].[NH2:32][C:33]1[CH:38]=[CH:37][C:36]([N:39]2[CH2:44][CH2:43][O:42][CH2:41][CH2:40]2)=[CH:35][CH:34]=1>C1COCC1>[N:39]1([C:36]2[CH:35]=[CH:34][C:33]([NH:32][CH:2]=[C:3]3[C:11]4[C:6](=[CH:7][C:8]([C:12]([C:14]5[CH:15]=[C:16]([NH:20][C:21]([C:23]6[N:24]([CH2:29][CH3:30])[N:25]=[C:26]([CH3:28])[CH:27]=6)=[O:22])[CH:17]=[CH:18][CH:19]=5)=[O:13])=[CH:9][CH:10]=4)[NH:5][C:4]3=[O:31])=[CH:38][CH:37]=2)[CH2:44][CH2:43][O:42][CH2:41][CH2:40]1. Reported procedure: A small screw cap test tube was charged with 2-Ethyl-5-methyl-2H-pyrazole-3-carboxylic acid [3-(3-hydroxymethylene-2-oxo-2,3-dihydro-1H-indole-6-carbonyl)-phenyl]-amide (prepared below, 100 mg, 0.240 mmol) and THF (2 mL). To the resulting solution was added N-(4-aminophenyl)morpholine (47.08 mg, 0.264 mmol), and the mixture was stirred for 24 h at 65° C. Subsequently, the reaction mixture was cooled to room temperature and concentrated in vacuo. The crude residue was purified via flash silica ge... Reaction SMILES: [C:1](=[O:2])([O-:3])[O:18][CH2:19][c:4]1[c:5]([Br:17])[cH:6][c:7]([C:13]([CH3:14])([CH3:15])[CH3:16])[c:8]([N+:10](=[O:11])[O-:12])[cH:9]1.[CH3:20][O-:21].[CH3:24][OH:25].[CH3:36][CH2:37][CH2:38][CH2:39][CH2:40][CH2:41][CH3:42].[Cl:43][CH2:44][Cl:45].[ClH:23].[N+:26](=[O:27])([c:28]1[cH:29][cH:30][cH:31][c:32]([OH:33])[cH:34]1)[O-:35].[Na+:22]>>[c:4]1([OH:27])[c:5]([Br:17])[cH:6][c:7]([C:13]([CH3:14])([CH3:15])[CH3:16])[c:8]([N+:10](=[O:11])[O-:12])[cH:9]1. Starting materials: CC(C)(C)c1cc(Br)c(COC(=O)[O-])cc1[N+](=O)[O-], C[O-], CO, CCCCCCC, ClCCl, Cl, O=[N+]([O-])c1cccc(O)c1, [Na+]. Yields the product CC(C)(C)c1cc(Br)c(O)cc1[N+](=O)[O-]. The reactants are C1=CC=C(C=C1)P(C2=CC=CC=C2)C3=CC=CC=C3 (PPh3), BrCCC1=C(C=CC=C1)[N+](=O)[O-] (1-(2-Bromoethyl)-2-nitrobenzene), [N-]=[N+]=[N-].[Na+] (NaN3). Solvent: CC#N (CH3CN), O (water). Reaction conditions: time 16 hour. Yields the product [N+](=O)([O-])C1=C(C=CC=C1)CCN (2-(2-Nitrophenyl)ethanamine). As a reaction SMILES: Br[CH2:2][CH2:3][C:4]1[CH:9]=[CH:8][CH:7]=[CH:6][C:5]=1[N+:10]([O-:12])=[O:11].[N-:13]=[N+]=[N-].[Na+].C1C=CC(P(C2C=CC=CC=2)C2C=CC=CC=2)=CC=1>CC#N.O>[N+:10]([C:5]1[CH:6]=[CH:7][CH:8]=[CH:9][C:4]=1[CH2:3][CH2:2][NH2:13])([O-:12])=[O:11] |f:1.2|. Procedure details: To a solution of 1-(2-Bromoethyl)-2-nitrobenzene (6.96 g, 30.5 mmol) in CH3CN was added a solution of NaN3 (6 g, 91.6 mmol) in water (20 ml) and the reaction mixture was refluxed for 20 hours. The solution was cooled and extracted with DCM (3×). The organics were combined, washed with brine, dried (MgSO4) and evaporated to dryness. The residue was taken up in toluene (160 ml) and to this was added PPh3 (8 g, 30.5 mmol) and the reaction mixture was stirred at RT for 16 hours. The solvent was evap... Reactants: [I-].[Na+] (sodium iodide), Example 5, CN1C(=C(C=2C=CC=CC2S1(=O)=O)O)C(=O)NC=3C=CC=CN3 (piroxicam), C([O-])([O-])=O.[K+].[K+] (potassium carbonate), C(CCCCCCC)(=O)OC(C)Cl (alpha-chloroethyl octanoate). Solvent: C1(=CC=CC=C1)C.CCCCCC (toluene hexane), CC(=O)C (acetone). Reaction conditions: time 72 hour. The product is C(CCCCCCC)(=O)OC(C)OC1=C(N(S(C2=C1C=CC=C2)(=O)=O)C)C(=O)NC2=NC=CC=C2 (4-[1-(Octanoyloxy)ethoxy]-2-methyl-N-(2-pyridyl)-2H-1,2-benzothiazine-3-carboxamide 1,1-Dioxide). RXN SMILES: [CH3:1][N:2]1[S:11](=[O:13])(=[O:12])[C:10]2[CH:9]=[CH:8][CH:7]=[CH:6][C:5]=2[C:4]([OH:14])=[C:3]1[C:15]([NH:17][C:18]1[CH:19]=[CH:20][CH:21]=[CH:22][N:23]=1)=[O:16].C(=O)([O-])[O-].[K+].[K+].[C:30]([O:39][CH:40](Cl)[CH3:41])(=[O:38])[CH2:31][CH2:32][CH2:33][CH2:34][CH2:35][CH2:36][CH3:37].[I-].[Na+]>C1(C)C=CC=CC=1.CCCCCC.CC(C)=O>[C:30]([O:39][CH:40]([O:14][C:4]1[C:5]2[CH:6]=[CH:7][CH:8]=[CH:9][C:10]=2[S:11](=[O:13])(=[O:12])[N:2]([CH3:1])[C:3]=1[C:15]([NH:17][C:18]1[CH:19]=[CH:20][CH:21]=[CH:22][N:23]=1)=[O:16])[CH3:41])(=[O:38])[CH2:31][CH2:32][CH2:33][CH2:34][CH2:35][CH2:36][CH3:37] |f:1.2.3,5.6,7.8|. Procedure: To a round bottomed flask equipped with a reflux condenser and stirring bar were added piroxicam (3.00 g, 9.1 mmol), potassium carbonate (2.50 g, 18.1 mmol), alpha-chloroethyl octanoate (5.6 g, 27.0 mmol) and acetone (45 mL). The heterogenous reaction mixture was heated to reflux under a nitrogen atmosphere. After one hour sodium iodide (4.52 g, 30.2 mmol) was added and reflux continued an additional 72 hours. Chromatographed title product was isolated according to Example 5 as a white foam whic... Reactants: aldehyde, ClC1=C(N=C(N1C1=CC=C(C=C1)C#N)C)C=O (5-Chloro-1-(4-cyanophenyl)-2-methylimidazole-4-carboxaldehyde), O.C1(=CC=C(C=C1)S(=O)(=O)O)C (4-toluenesulphonic acid hydrate), C(CO)O (ethane-1,2-diol), 4A. Solvent: ClCCl (dichloromethane). Conditions: time 70 hour. Product: ClC1=C(N=C(N1C1=CC=C(C=C1)C#N)C)C1OCCO1 (5-Chloro-4-(1,3-dioxolan-2-yl)-1-(4-cyanophenyl)-2-methyl imidazole). As a reaction SMILES: [Cl:1][C:2]1[N:6]([C:7]2[CH:12]=[CH:11][C:10]([C:13]#[N:14])=[CH:9][CH:8]=2)[C:5]([CH3:15])=[N:4][C:3]=1[CH:16]=[O:17].O.C1(C)C=CC(S(O)(=O)=O)=CC=1.[CH2:30](O)[CH2:31][OH:32]>ClCCl>[Cl:1][C:2]1[N:6]([C:7]2[CH:8]=[CH:9][C:10]([C:13]#[N:14])=[CH:11][CH:12]=2)[C:5]([CH3:15])=[N:4][C:3]=1[CH:16]1[O:32][CH2:31][CH2:30][O:17]1 |f:1.2|. Reported procedure: A stirred solution of the aldehyde from (c) (0.24 g, lmmol) and 4-toluenesulphonic acid hydrate (0.21 g, 1.1 mmol) and ethane-1,2-diol (0.5 ml, 8 mmol) in dichloromethane (8 ml) was heated at reflux through a Dean-Stark trap containing 4A molecular sieves for 6 hours. After standing at 25° C. for 70 hours the mixture was washed with aqueous sodium bicarbonate and evaporated to a yellow solid.